The task is: describe an organic reaction: reactants, conditions, products, and yield. This data is from the Open Reaction Database (ORD), a public repository of structured organic reaction records. The reactants are O=C1C2=CC=CC=C2OC=2C=CC(=CC12)OCC(=O)[O-] (9-oxoxanthen-2-oxyacetate), C(C)O (ethanol), [OH-].[K+] (KOH), O (water). Conditions: time 35 minute. Yields the product O=C1C2=CC=CC=C2OC=2C=CC(=CC12)OCC(=O)OCC (Ethyl (9-Oxoxanthen-2-oxy)acetate). RXN SMILES: [O:1]=[C:2]1[C:15]2[CH:14]=[C:13]([O:16][CH2:17][C:18]([O-:20])=[O:19])[CH:12]=[CH:11][C:10]=2[O:9][C:8]2[C:3]1=[CH:4][CH:5]=[CH:6][CH:7]=2.[OH-].[K+].O.[CH2:24](O)[CH3:25]>>[O:1]=[C:2]1[C:15]2[CH:14]=[C:13]([O:16][CH2:17][C:18]([O:20][CH2:24][CH3:25])=[O:19])[CH:12]=[CH:11][C:10]=2[O:9][C:8]2[C:3]1=[CH:4][CH:5]=[CH:6][CH:7]=2 |f:1.2|. Reported procedure: Ethyl (9-oxoxanthen-2-oxyacetate (10 g, 33 mmol) prepared as described above, was dissolved in 95% ethanol (150 mL), and 4 N aqueous KOH (30 mL, 0.12 mol) and water (15 mL) were added. The mixture was stirred for 35 minutes at 35°-40° C., cooled, and the solid precipitate which formed was collected by filtration, washed with absolute ether (3'20 mL), and air-dried. The structure of the potassium salt is shown below. Yield: 9.25 g (96%). TLC, Rf 0.90 [MeOH-H2O(4:1)]. NMR data in accordance with s... Reactants: CC(=O)O, O=C1CC(c2ccc(Cl)cc2)Oc2ccccc21, Cl, [Zn]. Product: Clc1ccc(C2CCc3ccccc3O2)cc1. As a reaction SMILES: [CH3:20][C:21](=[O:22])[OH:23].[Cl:1][c:2]1[cH:3][cH:4][c:5]([CH:6]2[O:7][c:8]3[cH:9][cH:10][cH:11][cH:12][c:13]3[C:14](=[O:16])[CH2:15]2)[cH:17][cH:18]1.[ClH:19].[Zn:24]>>[Cl:1][c:2]1[cH:3][cH:4][c:5]([CH:6]2[O:7][c:8]3[cH:9][cH:10][cH:11][cH:12][c:13]3[CH2:14][CH2:15]2)[cH:17][cH:18]1. Starting materials: CCI, CC#N, O=C1NCCc2cncn21. Product: [I-], CC[n+]1cc2n(c1)C(=O)NCC2. As a reaction SMILES: [CH2:11]([CH3:12])[I:13].[CH3:14][C:15]#[N:16].[cH:1]1[n:2][cH:3][n:4]2[c:9]1[CH2:8][CH2:7][NH:6][C:5]2=[O:10]>>[I-:13].[cH:1]1[n+:2]([CH2:11][CH3:12])[cH:3][n:4]2[c:9]1[CH2:8][CH2:7][NH:6][C:5]2=[O:10]. Starting materials: CCCO, C=C1CCC2C3CCC4CC(O)C(OCC)CC4(C)C3C(=NO)CC12C, [Na], O. The product is C=C1CCC2C3CCC4CC(O)C(OCC)CC4(C)C3C(N)CC12C. As a reaction SMILES: [CH2:28]([OH:29])[CH2:30][CH3:31].[CH2:2]([CH3:3])[O:4][CH:5]1[CH:6]([OH:27])[CH2:7][CH:8]2[CH2:9][CH2:10][CH:11]3[CH:12]4[CH2:13][CH2:14][C:15](=[CH2:26])[C:16]4([CH3:17])[CH2:18][C:19](=[N:24][OH:25])[CH:20]3[C:21]2([CH3:23])[CH2:22]1.[Na:1].[OH2:32]>>[CH2:2]([CH3:3])[O:4][CH:5]1[CH:6]([OH:27])[CH2:7][CH:8]2[CH2:9][CH2:10][CH:11]3[CH:12]4[CH2:13][CH2:14][C:15](=[CH2:26])[C:16]4([CH3:17])[CH2:18][CH:19]([NH2:24])[CH:20]3[C:21]2([CH3:23])[CH2:22]1. The reactants are [Li]CCCC (n-BuLi), BrC=1C=C(C(=O)O)C=CC1C (3-Bromo-4-methylbenzoic acid), B(OC)(OC)OC (B(OMe)3). The solvent is C1CCOC1 (THF). Reaction conditions: temperature -78 celsius, time 1 hour. The product is B(O)(O)C=1C=C(C(=O)O)C=CC1C (3-borono-4-methylbenzoic acid). The yield is 33.0%. Reaction SMILES: Br[C:2]1[CH:3]=[C:4]([CH:8]=[CH:9][C:10]=1[CH3:11])[C:5]([OH:7])=[O:6].[Li]CCCC.[B:17](OC)([O:20]C)[O:18]C>C1COCC1>[B:17]([C:2]1[CH:3]=[C:4]([CH:8]=[CH:9][C:10]=1[CH3:11])[C:5]([OH:7])=[O:6])([OH:20])[OH:18]. Reported procedure: 3-Bromo-4-methylbenzoic acid (11.00 g, 51.2 mmol) was dissolved in anhydrous THF (150 ml) under argon in a 500 ml 3-necked round bottom flask fitted with two dropping funnels and argon inlet. The stirred solution was cooled to −78° C. and n-BuLi (1.6M in hexane, 60.7 ml, 97.0 mmol) was added drop wise from a dropping funnel (during 1 h). After completion of the addition, the solution was stirred at −78° C. for another 1 h. To this, B(OMe)3 (17.7 ml, 159.0 mmol) was added slowly from a second dro... The reactants are [H-], CI, [Na+], C1CCOC1, COc1cc(OC)c(CO)cc1C#N. The product is COCc1cc(C#N)c(OC)cc1OC. As a reaction SMILES: [H-:15].[I:17][CH3:18].[Na+:16].[O:19]1[CH2:20][CH2:21][CH2:22][CH2:23]1.[OH:1][CH2:2][c:3]1[c:4]([O:13][CH3:14])[cH:5][c:6]([O:11][CH3:12])[c:7]([C:8]#[N:9])[cH:10]1>>[O:1]([CH2:2][c:3]1[c:4]([O:13][CH3:14])[cH:5][c:6]([O:11][CH3:12])[c:7]([C:8]#[N:9])[cH:10]1)[CH3:18]. The reactants are O=C([O-])[O-], CCOC(C)=O, Fc1cccc(Nc2nc(Cl)nc3nc[nH]c23)c1, [Cs+], [Cs+], CCI, CN(C)C=O, C1COCCO1, O. Product: CCn1cnc2c(Nc3cccc(F)c3)nc(Cl)nc21. Reaction SMILES: [C:19](=[O:20])([O-:21])[O-:22].[CH3:40][CH2:41][O:42][C:43](=[O:44])[CH3:45].[Cl:1][c:2]1[n:3][c:4]([NH:11][c:12]2[cH:13][c:14]([F:18])[cH:15][cH:16][cH:17]2)[c:5]2[nH:6][cH:7][n:8][c:9]2[n:10]1.[Cs+:23].[Cs+:24].[I:25][CH2:26][CH3:27].[O:28]=[CH:29][N:30]([CH3:31])[CH3:32].[O:34]1[CH2:35][CH2:36][O:37][CH2:38][CH2:39]1.[OH2:33]>>[Cl:1][c:2]1[n:3][c:4]([NH:11][c:12]2[cH:13][c:14]([F:18])[cH:15][cH:16][cH:17]2)[c:5]2[n:6][cH:7][n:8]([CH2:26][CH3:27])[c:9]2[n:10]1.